Dataset: the Open Reaction Database (ORD), a public repository of structured organic reaction records. Task: describe an organic reaction: reactants, conditions, products, and yield Reactants: ClC1=CC=NC2=CC(=CC=C12)Cl (4,7-dichloroquinoline), NC1=CC=C(C=C1)S(=O)(=O)N1CCN(CC1)C1=C(C=CC=C1)Br (1-[(p-aminophenyl)-sulfonyl]-4-(o-bromophenyl)piperazine). Yields the product BrC1=C(C=CC=C1)N1CCN(CC1)S(=O)(=O)C1=CC=C(C=C1)NC1=CC=NC2=CC(=CC=C12)Cl (1-(o-bromophenyl)-4-[[4-[[7-chloro-4-quinolinyl]-amino]phenyl]sulfonyl]piperazine). RXN SMILES: Cl[C:2]1[C:11]2[C:6](=[CH:7][C:8]([Cl:12])=[CH:9][CH:10]=2)[N:5]=[CH:4][CH:3]=1.[NH2:13][C:14]1[CH:19]=[CH:18][C:17]([S:20]([N:23]2[CH2:28][CH2:27][N:26]([C:29]3[CH:34]=[CH:33][CH:32]=[CH:31][C:30]=3[Br:35])[CH2:25][CH2:24]2)(=[O:22])=[O:21])=[CH:16][CH:15]=1>>[Br:35][C:30]1[CH:31]=[CH:32][CH:33]=[CH:34][C:29]=1[N:26]1[CH2:25][CH2:24][N:23]([S:20]([C:17]2[CH:18]=[CH:19][C:14]([NH:13][C:2]3[C:11]4[C:6](=[CH:7][C:8]([Cl:12])=[CH:9][CH:10]=4)[N:5]=[CH:4][CH:3]=3)=[CH:15][CH:16]=2)(=[O:22])=[O:21])[CH2:28][CH2:27]1. Procedure details: In the manner given in Example 1C, 4,7-dichloroquinoline is heated with 1-[(p-aminophenyl)-sulfonyl]-4-(o-bromophenyl)piperazine to give 1-(o-bromophenyl)-4-[[4-[[7-chloro-4-quinolinyl]-amino]phenyl]sulfonyl]piperazine. Reactants: Cl.NC1=C2N=CN(C2=NC=N1)C1=CC=C(C=C1)NC(=O)NC1=CC(=C(C=C1)Cl)C(F)(F)F (1-[4-(6-aminopurin-9-yl)phenyl]-3-(4-chloro-3-(trifluoromethyl)phenyl)urea hydrochloride), CS(=O)(=O)Cl (methanesulfonyl chloride). Product: ClC1=C(C=C(C=C1)NC(=O)NC1=CC=C(C=C1)N1C2=NC=NC(=C2N=C1)N(S(=O)(=O)C)S(=O)(=O)C)C(F)(F)F (1-(4-Chloro-3-(trifluoromethyl)phenyl)-3-{4-[6-(di-methanesulfonylamino)-purin-9-yl]phenyl}urea). Reaction SMILES: Cl.[NH2:2][C:3]1[N:11]=[CH:10][N:9]=[C:8]2[C:4]=1[N:5]=[CH:6][N:7]2[C:12]1[CH:17]=[CH:16][C:15]([NH:18][C:19]([NH:21][C:22]2[CH:27]=[CH:26][C:25]([Cl:28])=[C:24]([C:29]([F:32])([F:31])[F:30])[CH:23]=2)=[O:20])=[CH:14][CH:13]=1.[CH3:33][S:34](Cl)(=[O:36])=[O:35]>>[Cl:28][C:25]1[CH:26]=[CH:27][C:22]([NH:21][C:19]([NH:18][C:15]2[CH:14]=[CH:13][C:12]([N:7]3[CH:6]=[N:5][C:4]4[C:8]3=[N:9][CH:10]=[N:11][C:3]=4[N:2]([S:34]([CH3:33])(=[O:36])=[O:35])[S:34]([CH3:33])(=[O:36])=[O:35])=[CH:17][CH:16]=2)=[O:20])=[CH:23][C:24]=1[C:29]([F:31])([F:32])[F:30] |f:0.1|. Procedure details: The title compound can be synthesized from 1-[4-(6-aminopurin-9-yl)phenyl]-3-(4-chloro-3-(trifluoromethyl)phenyl)urea hydrochloride and methanesulfonyl chloride by using the same method as in Example 107. The reactants are CC1=C(CCC1(C)C)CC(=O)O (2,3,3-Trimethyl-1-cyclopentene-1-acetic acid), C1(=CC=C(C=C1)S(=O)(=O)O)C (p-toluenesulfonic acid). Run in C(C)O (ethanol). Reaction conditions: temperature 78 celsius. Yields the product C(C)OC(CC1=C(C(CC1)(C)C)C)=O (2,3,3-Trimethyl-1-cyclopentene-1-acetic acid ethyl ester). Yield: 745.7%. Reaction SMILES: [CH3:1][C:2]1[C:6]([CH3:8])([CH3:7])[CH2:5][CH2:4][C:3]=1[CH2:9][C:10]([OH:12])=[O:11].[C:13]1(C)C=CC(S(O)(=O)=O)=C[CH:14]=1>C(O)C>[CH2:13]([O:11][C:10](=[O:12])[CH2:9][C:3]1[CH2:4][CH2:5][C:6]([CH3:7])([CH3:8])[C:2]=1[CH3:1])[CH3:14]. Reported procedure: A solution of β-campholenic acid (10 g) and p-toluenesulfonic acid (1 g) in ethanol (500 ml) was kept at reflux (78° C.) for 5 hours, while the condensate was perculated through a layer of molecular sieves (3 Å) (40 g). The alcohol was then removed, the residue taken up in CH2Cl2 (500 ml) and the solution extracted with ice cold 5% aqueous sodium hydroxide (500 ml) and water (2×500 ml). Concentration of the dried CH2CL2 solution gave a crude oil (12 g) which was distilled through a 3" Vigreux co... Reactants: C1(=CC=CC=C1)C (Toluene), N1CCCC1 (pyrrolidine), O1CCOC12CCC(CC2)C2CCC(CC2)=O (4-(1,4-dioxaspiro[4.5]decan-8-yl)cyclohexanone). Solvent: O (water). Yields the product O1CCOC12CCC(CC2)C2CC=C(CC2)N2CCCC2 (1-(4-(1,4-dioxaspiro[4.5]decan-8-yl)cyclohex-1-enyl)pyrrolidine). As a reaction SMILES: C1(C)C=CC=CC=1.[NH:8]1[CH2:12][CH2:11][CH2:10][CH2:9]1.[O:13]1[C:17]2([CH2:22][CH2:21][CH:20]([CH:23]3[CH2:28][CH2:27][C:26](=O)[CH2:25][CH2:24]3)[CH2:19][CH2:18]2)[O:16][CH2:15][CH2:14]1>O>[O:13]1[C:17]2([CH2:18][CH2:19][CH:20]([CH:23]3[CH2:28][CH2:27][C:26]([N:8]4[CH2:12][CH2:11][CH2:10][CH2:9]4)=[CH:25][CH2:24]3)[CH2:21][CH2:22]2)[O:16][CH2:15][CH2:14]1. Procedure details: Toluene (200 ml) and pyrrolidine (90 ml) were added to 4-(1,4-dioxaspiro[4.5]decan-8-yl)cyclohexanone (100 g) in a reaction vessel equipped with a Dean-Stark apparatus under an atmosphere of nitrogen. The mixture was refluxed for 3 hours while the water formed was removed by a Dean-Stark apparatus. After the reaction mixture had been cooled to a room temperature, it was washed with brine, and dried over anhydrous magnesium sulfate. The toluene was distilled off to give 1-(4-(1,4-dioxaspiro[4.5]d... Starting materials: C1(=CC=CC=C1)P(C1=CC=CC=C1)C1=CC=CC=C1 (triphenylphosphine), C(Br)(Br)(Br)Br (carbon tetrabromide), [BH3-]C#N.[Na+] (NaCNBH3), C(C)OC(=O)C1=C(C(N(C=C1)CC1=CC=CC=C1)=O)C(=O)O (1-Benzyl-2-oxo-1,2-dihydro-pyridine-3,4-dicarboxylic acid 4-ethyl ester), P(=O)([O-])([O-])[O-] (phosphate), C(C(=O)Cl)(=O)Cl (Oxalyl chloride). The reagents and catalysts are CN(C)C=O (DMF). The solvent is C(Cl)Cl (CH2Cl2), C1CCOC1 (THF), C(Cl)Cl (CH2Cl2). Run at time 2.5 hour. The product is C(C)OC(=O)C1=C(C(N(C=C1)CC1=CC=CC=C1)=O)CBr (1-Benzyl-3-bromomethyl-2-oxo-1,2-dihydro-pyridine-4-carboxylic acid ethyl ester). The yield is 39.9%. As a reaction SMILES: [CH2:1]([O:3][C:4]([C:6]1[CH:11]=[CH:10][N:9]([CH2:12][C:13]2[CH:18]=[CH:17][CH:16]=[CH:15][CH:14]=2)[C:8](=[O:19])[C:7]=1[C:20](O)=O)=[O:5])[CH3:2].C(Cl)(=O)C(Cl)=O.[BH3-]C#N.[Na+].P([O-])([O-])([O-])=O.C1(P(C2C=CC=CC=2)C2C=CC=CC=2)C=CC=CC=1.C(Br)(Br)(Br)[Br:58]>C(Cl)Cl.CN(C=O)C.C1COCC1>[CH2:1]([O:3][C:4]([C:6]1[CH:11]=[CH:10][N:9]([CH2:12][C:13]2[CH:18]=[CH:17][CH:16]=[CH:15][CH:14]=2)[C:8](=[O:19])[C:7]=1[CH2:20][Br:58])=[O:5])[CH3:2] |f:2.3|. Procedure: 1-Benzyl-2-oxo-1,2-dihydro-pyridine-3,4-dicarboxylic acid 4-ethyl ester (581 mg, 1.93 mmol) was dissolved in 15 mL of CH2Cl2. Oxalyl chloride (1.7 mL, 19.3 mmol) and DMF (2 drops) were added, and the mixture was stirred for 2.5 h. Solvent and excess oxalyl chloride were removed by evaporation in vacuo, and to the residue was added a solution of NaCNBH3 (250 mg, 3.86 mmol) in THF (15 mL). The resulting suspension was stirred at r.t. for 16 h. The reaction mixture was cooled in an ice bath, and th... Reactants: C(#N)C=1N(C=C(N1)C(C1=C(C=C(C=C1Cl)Cl)Cl)O)S(N(C)C)(=O)=O (2-Cyano-1-(dimethylsulphamoyl)-4-(2,4,6-trichloro-α-hydroxybenzyl)imidazole), [Cr](=O)(=O)([O-])O[Cr](=O)(=O)[O-].[NH+]1=CC=CC=C1.[NH+]1=CC=CC=C1 (pyridinium dichromate). Solvent: ClCCl (dichloromethane). Run at time 11 hour. Product: C(#N)C=1N(C=C(N1)C(C1=C(C=C(C=C1Cl)Cl)Cl)=O)S(N(C)C)(=O)=O (2-cyano-1-(dimethylsulphamoyl)4-(2,4,6-trichlorobenzoyl)imidazole). RXN SMILES: [C:1]([C:3]1[N:4]([S:19](=[O:24])(=[O:23])[N:20]([CH3:22])[CH3:21])[CH:5]=[C:6]([CH:8]([OH:18])[C:9]2[C:14]([Cl:15])=[CH:13][C:12]([Cl:16])=[CH:11][C:10]=2[Cl:17])[N:7]=1)#[N:2].[Cr](O[Cr]([O-])(=O)=O)([O-])(=O)=O.[NH+]1C=CC=CC=1.[NH+]1C=CC=CC=1>ClCCl>[C:1]([C:3]1[N:4]([S:19](=[O:24])(=[O:23])[N:20]([CH3:22])[CH3:21])[CH:5]=[C:6]([C:8](=[O:18])[C:9]2[C:10]([Cl:17])=[CH:11][C:12]([Cl:16])=[CH:13][C:14]=2[Cl:15])[N:7]=1)#[N:2] |f:1.2.3|. Reported procedure: 2-Cyano-1-(dimethylsulphamoyl)-4-(2,4,6-trichloro-α-hydroxybenzyl)imidazole (15.7 g) was dissolved in dichloromethane and pyridinium dichromate (28.9 g) and silica gel (230-400 mesh; 58 9) added and the mixture stirred for 11 hours. The mixture was filtered and the precipitate washed with dichloromethane. The filtrate and washings were evaporated under reduced pressure and the residue washed with diisopropyl ether and dried under reduced pressure to give 2-cyano-1-(dimethylsulphamoyl)4-(2,4,6-tr... Reactants: ClC1=C(C=C(C=C1)NC(=O)C1=NC=C(C=C1C(F)(F)F)OCC(F)(F)F)C(NC1CC1)=O (N-[4-chloro-3-(cyclopropylcarbamoyl)phenyl]-5-(2,2,2-trifluoroethoxy)-3-(trifluoromethyl)pyridine-2-carboxamide), ClC1=NC=C(C(=C1)C(F)(F)F)C(=O)NC1=CC(=C(C=C1)Cl)C(NC1CC1)=O (2-chloro-N-[4-chloro-3-(cyclopropylcarbamoyl)phenyl]-4-(trifluoromethyl)pyridine-5-carboxamide), FC(CO)(F)F (2,2,2-trifluoroethanol). Yields the product ClC1=C(C=C(C=C1)NC(=O)C=1C=NC(=CC1C(F)(F)F)OCC(F)(F)F)C(NC1CC1)=O (N-[4-Chloro-3-(cyclopropylcarbamoyl)phenyl]-6-(2,2,2-trifluoroethoxy)-4-(trifluoromethyl)pyridine-3-carboxamide). Reaction SMILES: ClC1C=CC(NC(C2C(C(F)(F)F)=CC([O:21][CH2:22][C:23]([F:26])([F:25])[F:24])=CN=2)=O)=CC=1C(=O)NC1CC1.Cl[C:34]1[CH:39]=[C:38]([C:40]([F:43])([F:42])[F:41])[C:37]([C:44]([NH:46][C:47]2[CH:52]=[CH:51][C:50]([Cl:53])=[C:49]([C:54](=[O:59])[NH:55][CH:56]3[CH2:58][CH2:57]3)[CH:48]=2)=[O:45])=[CH:36][N:35]=1.FC(F)(F)CO>>[Cl:53][C:50]1[CH:51]=[CH:52][C:47]([NH:46][C:44]([C:37]2[CH:36]=[N:35][C:34]([O:21][CH2:22][C:23]([F:26])([F:25])[F:24])=[CH:39][C:38]=2[C:40]([F:43])([F:42])[F:41])=[O:45])=[CH:48][C:49]=1[C:54](=[O:59])[NH:55][CH:56]1[CH2:58][CH2:57]1. Reported procedure: Analogously to the preparation of (Ib-2), N-[4-chloro-3-(cyclopropylcarbamoyl)phenyl]-5-(2,2,2-trifluoroethoxy)-3-(trifluoromethyl)pyridine-2-carboxamide is synthesized from 2-chloro-N-[4-chloro-3-(cyclopropylcarbamoyl)phenyl]-4-(trifluoromethyl)pyridine-5-carboxamide and 2,2,2-trifluoroethanol. The reactants are Cc1cc(NC(=O)C(Nc2cccc(C#N)c2)c2ccccc2)ccc1N1CCCS1(=O)=O, CO. The product is Cc1cc(NC(=O)C(Nc2cccc(CN)c2)c2ccccc2)ccc1N1CCCS1(=O)=O. As a reaction SMILES: [C:1](#[N:2])[c:3]1[cH:4][c:5]([NH:9][CH:10]([C:11](=[O:12])[NH:13][c:14]2[cH:15][c:16]([CH3:27])[c:17]([N:20]3[S:21](=[O:25])(=[O:26])[CH2:22][CH2:23][CH2:24]3)[cH:18][cH:19]2)[c:28]2[cH:29][cH:30][cH:31][cH:32][cH:33]2)[cH:6][cH:7][cH:8]1.[CH3:34][OH:35]>>[CH2:1]([NH2:2])[c:3]1[cH:4][c:5]([NH:9][CH:10]([C:11](=[O:12])[NH:13][c:14]2[cH:15][c:16]([CH3:27])[c:17]([N:20]3[S:21](=[O:25])(=[O:26])[CH2:22][CH2:23][CH2:24]3)[cH:18][cH:19]2)[c:28]2[cH:29][cH:30][cH:31][cH:32][cH:33]2)[cH:6][cH:7][cH:8]1.